From a dataset of the Open Reaction Database (ORD), a public repository of structured organic reaction records. describe an organic reaction: reactants, conditions, products, and yield Reactants: CC1(C)CO1 (isobutylene oxide), ON=C(C)[C@H]1CC[C@H]2C3=CC=C4C[C@H](CC[C@]4(C)[C@H]3CC[C@]12C)OC1OCCCC1 (20-hydroxyimino-3β-(2-tetrahydropyranyloxy)-5,7-pregnadiene), ON=C(C)[C@H]1CC[C@H]2C3=CC=C4C[C@H](CC[C@]4(C)[C@H]3CC[C@]12C)OC1OCCCC1 (20-hydroxyimino-3β-(2-tetrahydropyranyloxy)-5,7-pregnadiene), C(C)OCC (diethyl ether), [H-].[Na+] (sodium hydride). Run in CN(C=O)C (dimethylformamide). Conditions: time 30 minute. Yields the product OC(CON=C(C)[C@H]1CC[C@H]2C3=CC=C4C[C@H](CC[C@]4(C)[C@H]3CC[C@]12C)OC1OCCCC1)(C)C (20-(2-hydroxy-2-methylpropyloxyimino)-3β-(2-tetrahydropyranyloxy)-5,7pregnadiene). As a reaction SMILES: [OH:1][N:2]=[C:3]([C@@H:5]1[C@:22]2([CH3:23])[C@H:8]([C:9]3[C@H:19]([CH2:20][CH2:21]2)[C@:17]2([CH3:18])[C:12]([CH2:13][C@@H:14]([O:24][CH:25]4[CH2:30][CH2:29][CH2:28][CH2:27][O:26]4)[CH2:15][CH2:16]2)=[CH:11][CH:10]=3)[CH2:7][CH2:6]1)[CH3:4].[H-].[Na+].[CH3:33][C:34]1([O:37][CH2:36]1)[CH3:35].C(OCC)C>CN(C)C=O>[OH:37][C:34]([CH3:36])([CH3:35])[CH2:33][O:1][N:2]=[C:3]([C@@H:5]1[C@:22]2([CH3:23])[C@H:8]([C:9]3[C@H:19]([CH2:20][CH2:21]2)[C@:17]2([CH3:18])[C:12]([CH2:13][C@@H:14]([O:24][CH:25]4[CH2:30][CH2:29][CH2:28][CH2:27][O:26]4)[CH2:15][CH2:16]2)=[CH:11][CH:10]=3)[CH2:7][CH2:6]1)[CH3:4] |f:1.2|. Reported procedure: A portion (606 mg) of the 20-hydroxyimino-3β-(2-tetrahydropyranyloxy)-5,7-pregnadiene obtained in (a) was dissolved in 10 ml of dry dimethylformamide, and after addition of 100 mg of sodium hydride (60% in oil), the solution was vigorously stirred for 30 minutes at room temperature. After addition of 0.5 ml of isobutylene oxide, the mixture was heated on an oil bath (80°-100° C.) for 1 hour. After cooling, diethyl ether was added, and the mixture was washed with water and dried, followed by the ...